This data is from the Open Reaction Database (ORD), a public repository of structured organic reaction records. The task is: describe an organic reaction: reactants, conditions, products, and yield The reactants are CC(=O)SCC(C(=O)NC(CC(C)C)c1nnn[nH]1)C(F)(F)F, CC(=O)O, CO, [NH4+], [OH-], O. Yields the product CC(C)CC(NC(=O)C(CS)C(F)(F)F)c1nnn[nH]1. As a reaction SMILES: [C:1](=[O:2])([CH3:3])[S:4][CH2:5][CH:6]([C:7](=[O:8])[NH:9][CH:10]([CH2:11][CH:12]([CH3:13])[CH3:14])[c:15]1[n:16][n:17][n:18][nH:19]1)[C:20]([F:21])([F:22])[F:23].[CH3:26][C:27](=[O:28])[OH:29].[CH3:30][OH:31].[NH4+:25].[OH-:24].[OH2:32]>>[SH:4][CH2:5][CH:6]([C:7](=[O:8])[NH:9][CH:10]([CH2:11][CH:12]([CH3:13])[CH3:14])[c:15]1[n:16][n:17][n:18][nH:19]1)[C:20]([F:21])([F:22])[F:23]. Starting materials: C(C(C)C)C1=CC=C(C=C1)C(C(=O)O)CC (2-(4-isobutylphenyl)butyric acid), S(=O)(Cl)Cl (thionyl chloride). The product is C(C(C)C)C1=CC=C(C=C1)C(C(=O)Cl)CC (2-(4-isobutylphenyl)butyric chloride). Isolated yield 98.1%. RXN SMILES: [CH2:1]([C:5]1[CH:10]=[CH:9][C:8]([CH:11]([CH2:15][CH3:16])[C:12](O)=[O:13])=[CH:7][CH:6]=1)[CH:2]([CH3:4])[CH3:3].S(Cl)([Cl:19])=O>>[CH2:1]([C:5]1[CH:10]=[CH:9][C:8]([CH:11]([CH2:15][CH3:16])[C:12]([Cl:19])=[O:13])=[CH:7][CH:6]=1)[CH:2]([CH3:4])[CH3:3]. Reported procedure: 110 g of 2-(4-isobutylphenyl)butyric acid and 89 g of thionyl chloride are heated on a water bath until the gas evolution ceases. An excess of thionyl chloride is removed by distillation, A residue of 117 g of 2-(4-isobutylphenyl)butyric chloride is obtained. Reactants: NC1=CC2=C(C(CC3(CCN(CC3)CCC3=CC=CC=C3)O2)=O)C=C1[N+](=O)[O-] (7-amino-3,4-dihydro-6-nitro-1'-(2-phenylethyl)-spiro[(2H)-1-benzopyran-2,4'-piperidine]-4-one), O1C(C=CC=C1)=O (pyranone). The product is NC=1C(=CC2=C(C(CC3(CCN(CC3)CCC3=CC=CC=C3)O2)=O)C1)N (6,7-Diamino-3,4-dihydro-1'-(2-phenylethyl)-spiro[(2H)-1-benzopyran-2,4'-piperidine]-4-one). As a reaction SMILES: [NH2:1][C:2]1[C:25]([N+:26]([O-])=O)=[CH:24][C:5]2[C:6](=[O:23])[CH2:7][C:8]3([O:22][C:4]=2[CH:3]=1)[CH2:13][CH2:12][N:11]([CH2:14][CH2:15][C:16]1[CH:21]=[CH:20][CH:19]=[CH:18][CH:17]=1)[CH2:10][CH2:9]3.O1C=CC=CC1=O>>[NH2:26][C:25]1[C:2]([NH2:1])=[CH:3][C:4]2[O:22][C:8]3([CH2:13][CH2:12][N:11]([CH2:14][CH2:15][C:16]4[CH:17]=[CH:18][CH:19]=[CH:20][CH:21]=4)[CH2:10][CH2:9]3)[CH2:7][C:6](=[O:23])[C:5]=2[CH:24]=1. Procedure details: In the manner of Example 462, 7-amino-3,4-dihydro-6-nitro-1'-(2-phenylethyl)-spiro[(2H)-1-benzopyran-2,4'-piperidine]-4-one (1.22 g, 3.2 mmol) was reduced to give, after chromatography, the pyranone as a yellow foam (790 mg, 70%). The reactants are C1=C(C=CC2=CC=CC=C12)O (2-naphthol), [Cl-].C(C1=CC=CC=C1)=[N+](C)C (benzylidene-dimethyl-ammonium chloride), COC1=CC=C(CCl)C=C1 (4-methoxybenzyl chloride). Product: COC1=CC=C(COC2=C(C3=CC=CC=C3C=C2)C(C2=CC=CC=C2)N(C)C)C=C1 ({[2-(4-Methoxybenzyloxy)-naphthalen-1-yl]-phenylmethyl}-dimethylamine). As a reaction SMILES: [CH:1]1[C:10]2[C:5](=[CH:6][CH:7]=[CH:8][CH:9]=2)[CH:4]=[CH:3][C:2]=1[OH:11].[Cl-].[CH:13](=[N+:20]([CH3:22])[CH3:21])[C:14]1[CH:19]=[CH:18][CH:17]=[CH:16][CH:15]=1.[CH3:23][O:24][C:25]1[CH:32]=[CH:31][C:28]([CH2:29]Cl)=[CH:27][CH:26]=1>>[CH3:23][O:24][C:25]1[CH:32]=[CH:31][C:28]([CH2:29][O:11][C:2]2[CH:3]=[CH:4][C:5]3[C:10](=[CH:9][CH:8]=[CH:7][CH:6]=3)[C:1]=2[CH:13]([N:20]([CH3:22])[CH3:21])[C:14]2[CH:19]=[CH:18][CH:17]=[CH:16][CH:15]=2)=[CH:27][CH:26]=1 |f:1.2|. Procedure details: The preparation was carried out in accordance with general synthesis instructions 4 and 5 from 2-naphthol, benzylidene-dimethyl-ammonium chloride and 4-methoxybenzyl chloride. The structure was demonstrated by means of ESI-MS: mass calculated 397.52 g/mol. mass found M+H=398.0. Product: COC(=O)C=Cc1cccc(S(=O)(=O)Nc2ccc(C)cc2)c1. RXN SMILES: [CH3:17][c:18]1[cH:19][cH:20][c:21]([NH2:22])[cH:23][cH:24]1.[CH3:1][O:2][C:3]([CH:4]=[CH:5][c:6]1[cH:7][c:8]([S:12](=[O:13])(=[O:14])[Cl:15])[cH:9][cH:10][cH:11]1)=[O:16].[Na+:29].[O-:25][C:26]([OH:27])=[O:28].[O:30]1[CH2:31][CH2:32][O:33][CH2:34][CH2:35]1.[OH2:36]>>[CH3:1][O:2][C:3]([CH:4]=[CH:5][c:6]1[cH:7][c:8]([S:12](=[O:13])(=[O:14])[NH:22][c:21]2[cH:20][cH:19][c:18]([CH3:17])[cH:24][cH:23]2)[cH:9][cH:10][cH:11]1)=[O:16]. Starting materials: Cc1ccc(N)cc1, COC(=O)C=Cc1cccc(S(=O)(=O)Cl)c1, [Na+], O=C([O-])O, C1COCCO1, O. Starting materials: CSC1=NC=C(C(=N1)Cl)Cl (2-methylsulphenyl-4,5-dichloro-pyrimidine), CN (methylamine), C1CCCCC1.C(C)(=O)OCC (cyclohexane ethyl acetate). Solvent: C(C)O (ethanol). Product: CSC1=NC=C(C(=N1)NC)Cl (2-methylsulphenyl-4-methylamino-5-chloro-pyrimidine). Reaction SMILES: [CH3:1][S:2][C:3]1[N:8]=[C:7](Cl)[C:6]([Cl:10])=[CH:5][N:4]=1.[CH3:11][NH2:12].C1CCCCC1.C(OCC)(=O)C>C(O)C>[CH3:1][S:2][C:3]1[N:8]=[C:7]([NH:12][CH3:11])[C:6]([Cl:10])=[CH:5][N:4]=1 |f:2.3|. Procedure details: Prepared from 2-methylsulphenyl-4,5-dichloro-pyrimidine by reacting with methylamine in ethanol at 90° C., melting point: 241° C., Rf value: 0.59 (silica gel; cyclohexane/ethyl acetate=2:1) Starting materials: N[C@H]1CSC2=C(N(C1=O)CC(=O)OC(C)(C)C)C=CC=C2 (tert-butyl 3(R)-amino-4-oxo-2,3,4,5-tetrahydro-1,5-benzothiazepine-5-acetate), C1(CCCCC1)CCC(C(=O)OCC)=O (ethyl 4-cyclohexyl-2-oxobutyrate). Yields the product C(C)OC(=O)[C@@H](CCC1CCCCC1)N[C@H]1CSC2=C(N(C1=O)CC(=O)OC(C)(C)C)C=CC=C2 (tert-butyl 3(R)-[1(R)-ethoxycarbonyl-3-cyclohexylpropyl]amino-4-oxo-2,3,4,5-tetrahydro-1,5-benzothiazepine-5-acetate). Yield: 12.2%. RXN SMILES: [NH2:1][C@@H:2]1[C:8](=[O:9])[N:7]([CH2:10][C:11]([O:13][C:14]([CH3:17])([CH3:16])[CH3:15])=[O:12])[C:6]2[CH:18]=[CH:19][CH:20]=[CH:21][C:5]=2[S:4][CH2:3]1.[CH:22]1([CH2:28][CH2:29][C:30](=O)[C:31]([O:33][CH2:34][CH3:35])=[O:32])[CH2:27][CH2:26][CH2:25][CH2:24][CH2:23]1>>[CH2:34]([O:33][C:31]([C@H:30]([NH:1][C@@H:2]1[C:8](=[O:9])[N:7]([CH2:10][C:11]([O:13][C:14]([CH3:16])([CH3:17])[CH3:15])=[O:12])[C:6]2[CH:18]=[CH:19][CH:20]=[CH:21][C:5]=2[S:4][CH2:3]1)[CH2:29][CH2:28][CH:22]1[CH2:23][CH2:24][CH2:25][CH2:26][CH2:27]1)=[O:32])[CH3:35]. Procedure: In a manner similar to that described in Example 1, the reaction of 1.5 g of tert-butyl 3(R)-amino-4-oxo-2,3,4,5-tetrahydro-1,5-benzothiazepine-5-acetate with 5 g of ethyl 4-cyclohexyl-2-oxobutyrate obtained in Reference Example 5 is carried out, and the product is purified by silica gel column chromatography (hexane:ethyl acetate=4:1). From the first fraction is obtained 0.3 g of tert-butyl 3(R)-[1(R)-ethoxycarbonyl-3-cyclohexylpropyl]amino-4-oxo-2,3,4,5-tetrahydro-1,5-benzothiazepine-5-acetate... The reactants are ClCCCl, C1CCOC1, CO, CCOC(C)=O, O=C(O)c1ccc2c(-c3c(F)cccc3F)c(=O)ccn2c1-c1ccc(F)cc1F, On1nnc2ccccc21. The product is COC(=O)c1ccc2c(-c3c(F)cccc3F)c(=O)ccn2c1-c1ccc(F)cc1F. Reaction SMILES: [CH2:31]([Cl:32])[CH2:33][Cl:34].[CH2:45]1[O:46][CH2:47][CH2:48][CH2:49]1.[CH3:50][OH:51].[CH3:52][CH2:53][O:54][C:55](=[O:56])[CH3:57].[F:1][c:2]1[c:3](-[c:9]2[n:10]3[cH:11][cH:12][c:13](=[O:30])[c:14](-[c:22]4[c:23]([F:29])[cH:24][cH:25][cH:26][c:27]4[F:28])[c:15]3[cH:16][cH:17][c:18]2[C:19](=[O:20])[OH:21])[cH:4][cH:5][c:6]([F:8])[cH:7]1.[OH:35][n:36]1[c:37]2[c:38]([cH:39][cH:40][cH:41][cH:42]2)[n:43][n:44]1>>[F:1][c:2]1[c:3](-[c:9]2[n:10]3[cH:11][cH:12][c:13](=[O:30])[c:14](-[c:22]4[c:23]([F:29])[cH:24][cH:25][cH:26][c:27]4[F:28])[c:15]3[cH:16][cH:17][c:18]2[C:19](=[O:20])[O:21][CH3:31])[cH:4][cH:5][c:6]([F:8])[cH:7]1. Reactants: N1CCC(CC1)C1=NOC2=C1C=CC=C2 (3-(4-piperidyl)-1,2-benzisoxazole), C(C=C)Br (allyl bromide), C([O-])(O)=O.[Na+] (sodium bicarbonate), [I-].[K+] (potassium iodide), Cl (hydrochloric acid). The solvent is CN(C=O)C (dimethylformamide), CCOCC (ether). Run at time 20 hour. Yields the product Cl.C(C=C)N1CCC(CC1)C1=NOC2=C1C=CC=C2 (3-(1-Allyl-4-piperidyl)-1,2-benzisoxazole hydrochloride). As a reaction SMILES: [NH:1]1[CH2:6][CH2:5][CH:4]([C:7]2[C:11]3[CH:12]=[CH:13][CH:14]=[CH:15][C:10]=3[O:9][N:8]=2)[CH2:3][CH2:2]1.[CH2:16](Br)[CH:17]=[CH2:18].C(=O)(O)[O-].[Na+].[I-].[K+].[ClH:27]>CN(C)C=O.CCOCC>[ClH:27].[CH2:18]([N:1]1[CH2:2][CH2:3][CH:4]([C:7]2[C:11]3[CH:12]=[CH:13][CH:14]=[CH:15][C:10]=3[O:9][N:8]=2)[CH2:5][CH2:6]1)[CH:17]=[CH2:16] |f:2.3,4.5,9.10|. Procedure details: A suspension of 4.0 g of 3-(4-piperidyl)-1,2-benzisoxazole, 2.6 g of allyl bromide, 5.0 g of sodium bicarbonate, and 3.0 g of potassium iodide in 90 ml of dimethylformamide was stirred at 80° for 20 hrs. The reaction was cooled, filtered and poured into 1 l of water. The mixture was extracted with ether (three times) and dried over anhydrous sodium sulfate. The solvent was removed under reduced pressure to give an oil. The oil was dissolved in a small amount of ether into which hydrochloric acid... Starting materials: FC=1C(=NC=2NC(CCC2C1)=O)OCCCC=O (4-(3-fluoro-7-oxo-5,6,7,8-tetrahydro-[1,8]naphthyridin-2-yloxy)-butyraldehyde), N1(CCNCC1)C1=C2C=CN=CC2=CC=C1 (5-piperazin-1-yl-isoquinoline). The product is FC=1C=C2CCC(NC2=NC1OCCCCN1CCN(CC1)C1=C2C=CN=CC2=CC=C1)=O (6-Fluoro-7-[4-(4-isoquinolin-5-yl-piperazin-1-yl)-butoxy]-3,4-dihydro-1H-[1,8]naphthyridin-2-one). Reaction SMILES: [F:1][C:2]1[C:3]([O:13][CH2:14][CH2:15][CH2:16][CH:17]=O)=[N:4][C:5]2[NH:6][C:7](=[O:12])[CH2:8][CH2:9][C:10]=2[CH:11]=1.[N:19]1([C:25]2[CH:34]=[CH:33][CH:32]=[C:31]3[C:26]=2[CH:27]=[CH:28][N:29]=[CH:30]3)[CH2:24][CH2:23][NH:22][CH2:21][CH2:20]1>>[F:1][C:2]1[CH:11]=[C:10]2[C:5](=[N:4][C:3]=1[O:13][CH2:14][CH2:15][CH2:16][CH2:17][N:22]1[CH2:23][CH2:24][N:19]([C:25]3[CH:34]=[CH:33][CH:32]=[C:31]4[C:26]=3[CH:27]=[CH:28][N:29]=[CH:30]4)[CH2:20][CH2:21]1)[NH:6][C:7](=[O:12])[CH2:8][CH2:9]2. Procedure: The title compound was prepared by reductive amination of 4-(3-fluoro-7-oxo-5,6,7,8-tetrahydro-[1,8]naphthyridin-2-yloxy)-butyraldehyde with 5-piperazin-1-yl-isoquinoline using a procedure similar to Example A1′. MS: APCI: M+1: 450.2 (Exact Mass: 449.22).